This data is from the Open Reaction Database (ORD), a public repository of structured organic reaction records. The task is: describe an organic reaction: reactants, conditions, products, and yield Reactants: OCCN1C(NC2(C1=O)CC(N(C(C2)(C)C)CCO)(C)C)=O (3,8-bis(2-hydroxyethyl)-7,7,9,9-tetramethyl-2,4-dioxo-1,3,8-triazaspiro [4.5]decane), C(C)(C)(C)C=1C=C(C=C(C1O)C(C)(C)C)CCC(=O)OC (methyl 3-(3,5-di-tert-butyl-4-hydroxyphenyl)propionate), C[O-].[Na+] (sodium methoxide). Run in C=1(C(=CC=CC1)C)C (xylene), C=1(C(=CC=CC1)C)C (xylene). Product: C(C)(C)(C)C=1C=C(C=C(C1O)C(C)(C)C)CCC(=O)OCCN1C(NC2(C1=O)CC(N(C(C2)(C)C)CCOC(CCC2=CC(=C(C(=C2)C(C)(C)C)O)C(C)(C)C)=O)(C)C)=O (3,8-Bis[2-{3-(3,5-di-tert-butyl-4-hydroxyphenyl)propionyloxy}ethyl]-7,7,9,9-tetramethyl-2,4-dioxo-1,3,8-triazaspiro[4.5]decane), crystals. RXN SMILES: [OH:1][CH2:2][CH2:3][N:4]1[C:8](=[O:9])[C:7]2([CH2:14][C:13]([CH3:16])([CH3:15])[N:12]([CH2:17][CH2:18][OH:19])[C:11]([CH3:21])([CH3:20])[CH2:10]2)[NH:6][C:5]1=[O:22].[C:23]([C:27]1[CH:28]=[C:29]([CH2:38][CH2:39][C:40](OC)=[O:41])[CH:30]=[C:31]([C:34]([CH3:37])([CH3:36])[CH3:35])[C:32]=1[OH:33])([CH3:26])([CH3:25])[CH3:24].[CH3:44][O-:45].[Na+]>C1(C)C(C)=CC=CC=1>[C:34]([C:31]1[CH:30]=[C:29]([CH2:38][CH2:39][C:40]([O:1][CH2:2][CH2:3][N:4]2[C:8](=[O:9])[C:7]3([CH2:14][C:13]([CH3:15])([CH3:16])[N:12]([CH2:17][CH2:18][O:19][C:40](=[O:41])[CH2:39][CH2:38][C:29]4[CH:28]=[C:27]([C:23]([CH3:25])([CH3:26])[CH3:24])[C:32]([OH:33])=[C:31]([C:34]([CH3:36])([CH3:37])[CH3:35])[CH:30]=4)[C:11]([CH3:21])([CH3:20])[CH2:10]3)[NH:6][C:5]2=[O:22])=[O:41])[CH:28]=[C:27]([C:23]([CH3:25])([CH3:24])[CH3:26])[C:44]=1[OH:45])([CH3:37])([CH3:35])[CH3:36] |f:2.3|. Procedure details: A mixture of 2.9 g of 3,8-bis(2-hydroxyethyl)-7,7,9,9-tetramethyl-2,4-dioxo-1,3,8-triazaspiro [4.5]decane, 6.4 g of methyl 3-(3,5-di-tert-butyl-4-hydroxyphenyl)propionate and 0.3 g of sodium methoxide was refluxed for 8 hours in 300 ml of xylene, while removing 250 ml of xylene together with methanol formed in situ. After completion of the reaction, xylene was evaporated from the reaction under reduced pressure and the resulting residue was recrystallized from ligroin, giving the desired compoun...